describe an organic reaction: reactants, conditions, products, and yield From a dataset of the Open Reaction Database (ORD), a public repository of structured organic reaction records. Reactants: [Br-].[Li+] (lithium bromide), C(C)(=O)OCCCCC[C@H]1[C@H]2[C@@H]3CCC([C@@]3(C)CC[C@@H]2[C@H]2CCC(C=C2C1)=O)=O (7α-(5-acetoxypentyl)-estr-4-ene-3,17-dione), O (water). Reagents/catalysts: [Cu](Br)Br (copper(II) bromide). Run in C(C)#N (acetonitrile). Reaction conditions: time 10 minute. Product: C(C)(=O)OCCCCC[C@H]1[C@H]2[C@@H]3CCC([C@@]3(C)CC[C@@H]2C=2C=CC(=CC2C1)O)=O (7α-(5-acetoxypentyl)-3-hydroxy-estra-1,3,5(10)-trien-17-one). Yield: 73.8%. As a reaction SMILES: [Br-].[Li+].[C:3]([O:6][CH2:7][CH2:8][CH2:9][CH2:10][CH2:11][C@@H:12]1[CH2:29][C:28]2[C@H:23]([CH2:24][CH2:25][C:26](=[O:30])[CH:27]=2)[C@@H:22]2[C@@H:13]1[C@H:14]1[C@@:18]([CH2:20][CH2:21]2)([CH3:19])[C:17](=[O:31])[CH2:16][CH2:15]1)(=[O:5])[CH3:4].O>C(#N)C.[Cu](Br)Br>[C:3]([O:6][CH2:7][CH2:8][CH2:9][CH2:10][CH2:11][C@@H:12]1[CH2:29][C:28]2[CH:27]=[C:26]([OH:30])[CH:25]=[CH:24][C:23]=2[C@@H:22]2[C@@H:13]1[C@H:14]1[C@@:18]([CH2:20][CH2:21]2)([CH3:19])[C:17](=[O:31])[CH2:16][CH2:15]1)(=[O:5])[CH3:4] |f:0.1|. Procedure details: 17.8 g of lithium bromide and 92.83 g of copper(II) bromide are added to a solution of 82.3 g of 7α-(5-acetoxypentyl)-estr-4-ene-3,17-dione in 936 ml of acetonitrile at a bath temperature of 80° C. After 10 minutes at a bath temperature of 80° C., the reaction solution is cooled, mixed with water, extracted three times with ethyl acetate, the organic phase is washed with water and sodium bicarbonate solution and dried. The residue that is obtained after the concentration by evaporation is chroma...